This data is from the Open Reaction Database (ORD), a public repository of structured organic reaction records. The task is: describe an organic reaction: reactants, conditions, products, and yield Reactants: ClC1=CC(=C(CN2N=CC3=CC(=CC=C23)C=C2C(N=C(S2)SCC)=O)C=C1)C(F)(F)F (5-[1-(4-Chloro-2-trifluoromethyl-benzyl)-1H-indazol-5-ylmethylene]-2-ethylsulfanyl-thiazol-4-one), C(C)(C)(C)OC(=O)N1[C@@H](CNCC1)COC (2-(S)-Methoxymethyl-piperazine-1-carboxylic acid tert-butyl ester). The product is C(C)(C)(C)OC(=O)N1[C@@H](CN(CC1)C=1SC(C(N1)=O)=CC=1C=C2C=NN(C2=CC1)CC1=C(C=C(C=C1)Cl)C(F)(F)F)COC (4-{5-[1-(4-Chloro-2-trifluoromethyl-benzyl)-1H-indazol-5-ylmethylene]-4-oxo-4,5-dihydro-thiazol-2-yl}-2-(S)-methoxymethyl-piperazine-1-carboxylic acid tert-butyl ester). Reaction SMILES: [Cl:1][C:2]1[CH:27]=[CH:26][C:5]([CH2:6][N:7]2[C:15]3[C:10](=[CH:11][C:12]([CH:16]=[C:17]4[S:21][C:20](SCC)=[N:19][C:18]4=[O:25])=[CH:13][CH:14]=3)[CH:9]=[N:8]2)=[C:4]([C:28]([F:31])([F:30])[F:29])[CH:3]=1.[C:32]([O:36][C:37]([N:39]1[CH2:44][CH2:43][NH:42][CH2:41][C@H:40]1[CH2:45][O:46][CH3:47])=[O:38])([CH3:35])([CH3:34])[CH3:33]>>[C:32]([O:36][C:37]([N:39]1[CH2:44][CH2:43][N:42]([C:20]2[S:21][C:17](=[CH:16][C:12]3[CH:11]=[C:10]4[C:15](=[CH:14][CH:13]=3)[N:7]([CH2:6][C:5]3[CH:26]=[CH:27][C:2]([Cl:1])=[CH:3][C:4]=3[C:28]([F:31])([F:29])[F:30])[N:8]=[CH:9]4)[C:18](=[O:25])[N:19]=2)[CH2:41][C@H:40]1[CH2:45][O:46][CH3:47])=[O:38])([CH3:35])([CH3:34])[CH3:33]. Procedure: 4-{5-[1-(4-Chloro-2-trifluoromethyl-benzyl)-1H-indazol-5-ylmethylene]-4-oxo-4,5-dihydro-thiazol-2-yl}-2-(S)-methoxymethyl-piperazine-1-carboxylic acid tert-butyl ester was prepared from 5-[1-(4-Chloro-2-trifluoromethyl-benzyl)-1H-indazol-5-ylmethylene]-2-ethylsulfanyl-thiazol-4-one and 2-(S)-Methoxymethyl-piperazine-1-carboxylic acid tert-butyl ester following General Procedure C. Starting materials: NCc1ccc(Br)cc1, COC(=O)Cc1cccc2cnc(C)cc12, Cc1ccccc1, ClCCl. Product: Cc1cc2c(CC(=O)NCc3ccc(Br)cc3)cccc2cn1. RXN SMILES: [Br:1][c:2]1[cH:3][cH:4][c:5]([CH2:6][NH2:7])[cH:8][cH:9]1.[CH3:10][c:11]1[n:12][cH:13][c:14]2[cH:15][cH:16][cH:17][c:18]([CH2:21][C:22](=[O:23])[O:24][CH3:25])[c:19]2[cH:20]1.[CH3:29][c:30]1[cH:31][cH:32][cH:33][cH:34][cH:35]1.[Cl:26][CH2:27][Cl:28]>>[Br:1][c:2]1[cH:3][cH:4][c:5]([CH2:6][NH:7][C:22]([CH2:21][c:18]2[cH:17][cH:16][cH:15][c:14]3[cH:13][n:12][c:11]([CH3:10])[cH:20][c:19]32)=[O:23])[cH:8][cH:9]1. The reactants are C1N[C@H](CC=2C3=CC=CC=C3NC12)C(=O)O ((3R)-1,2,3,4-tetrahydro-β-carboline-3-carboxylic acid), ClC1=CC=C(CCl)C=C1 (4-chlorobenzyl chloride), C(=S)=S (carbon disulfide), [OH-].[Na+] (NaOH), C(C)O (ethanol). The product is ClC1=CC=C(CSC(=S)N2CC=3NC4=CC=CC=C4C3C[C@@H]2C(=O)O)C=C1 ((3R)-2-[(4-Chlorobenzylthio)thiocarbonyl]-1,2,3,4-tetrahydro-β-carboline-3-carboxylic acid). Isolated yield 57.0%. As a reaction SMILES: [CH2:1]1[C:13]2[NH:12][C:11]3[C:6](=[CH:7][CH:8]=[CH:9][CH:10]=3)[C:5]=2[CH2:4][C@H:3]([C:14]([OH:16])=[O:15])[NH:2]1.[OH-].[Na+].C(O)C.[Cl:22][C:23]1[CH:30]=[CH:29][C:26]([CH2:27]Cl)=[CH:25][CH:24]=1.[C:31](=[S:33])=[S:32]>>[Cl:22][C:23]1[CH:30]=[CH:29][C:26]([CH2:27][S:33][C:31]([N:2]2[C@@H:3]([C:14]([OH:16])=[O:15])[CH2:4][C:5]3[C:6]4[C:11](=[CH:10][CH:9]=[CH:8][CH:7]=4)[NH:12][C:13]=3[CH2:1]2)=[S:32])=[CH:25][CH:24]=1 |f:1.2|. Procedure: In the same manner as described in Example 16, (3R)-1,2,3,4-tetrahydro-β-carboline-3-carboxylic acid (5.4 g), 2N NaOH (25 ml), 50% ethanol (70 ml), carbon disulfide (1.45 ml) and 4-chlorobenzyl chloride (5.65 g) are reacted and treated. The residue is purified by silica gel column chromatography (solvent, chloroform:methanol:acetic acid=97:2:1) to give the title compound (5.86 g, 57%) as pale yellow powder. The reactants are C(C)OC(C)C=1N(C=C(N1)C(=O)O)COCC[Si](C)(C)C (2-(1-ethoxyethyl)-1-((2-(trimethylsilyl)ethoxy)methyl)-1H-imidazole-4-carboxylic acid), N[C@H](CN1N=C(C=C1)C1=CC(=C(C#N)C(=C1)F)Cl)C ((S)-4-(1-(2-aminopropyl)-1H-pyrazol-3-yl)-2-chloro-6-fluorobenzonitrile). Product: ClC=1C=C(C=C(C1C#N)F)C1=NN(C=C1)C[C@H](C)NC(=O)C=1N=C(N(C1)COCC[Si](C)(C)C)C(C)OCC (N—((S)-1-(3-(3-Chloro-4-cyano-5-fluorophenyl)-1H-pyrazol-1-yl)propan-2-yl)-2-(1-ethoxyethyl)-1-((2-(trimethylsilyl)ethoxy)methyl)-1H-imidazole-4-carboxamide). RXN SMILES: [CH2:1]([O:3][CH:4]([C:6]1[N:7]([CH2:14][O:15][CH2:16][CH2:17][Si:18]([CH3:21])([CH3:20])[CH3:19])[CH:8]=[C:9]([C:11]([OH:13])=O)[N:10]=1)[CH3:5])[CH3:2].[NH2:22][C@@H:23]([CH3:40])[CH2:24][N:25]1[CH:29]=[CH:28][C:27]([C:30]2[CH:37]=[C:36]([F:38])[C:33]([C:34]#[N:35])=[C:32]([Cl:39])[CH:31]=2)=[N:26]1>>[Cl:39][C:32]1[CH:31]=[C:30]([C:27]2[CH:28]=[CH:29][N:25]([CH2:24][C@@H:23]([NH:22][C:11]([C:9]3[N:10]=[C:6]([CH:4]([O:3][CH2:1][CH3:2])[CH3:5])[N:7]([CH2:14][O:15][CH2:16][CH2:17][Si:18]([CH3:21])([CH3:20])[CH3:19])[CH:8]=3)=[O:13])[CH3:40])[N:26]=2)[CH:37]=[C:36]([F:38])[C:33]=1[C:34]#[N:35]. Reported procedure: The title compound was prepared using the procedure described in Example 32(e) starting from 2-(1-ethoxyethyl)-1-((2-(trimethylsilyl)ethoxy)methyl)-1H-imidazole-4-carboxylic acid (1.27 mmol, 400 mg) and (S)-4-(1-(2-aminopropyl)-1H-pyrazol-3-yl)-2-chloro-6-fluorobenzonitrile (1.27 mmol, 350 mg). The product was purified by flash-chromatography. Yield 230 mg. LC-MS: [M+1]=575.28. The reactants are COS(=O)(=O)OC, CC(C)[N-]C(C)C, [Cl-], [Li+], [NH4+], C1CCOC1, c1ccc(-c2ncc[nH]2)cc1. Product: Cn1ccnc1-c1ccccc1. As a reaction SMILES: [CH3:20][O:21][S:22]([O:23][CH3:24])(=[O:25])=[O:26].[CH:12]([N-:13][CH:14]([CH3:15])[CH3:16])([CH3:17])[CH3:18].[Cl-:27].[Li+:19].[NH4+:28].[O:29]1[CH2:30][CH2:31][CH2:32][CH2:33]1.[c:1]1(-[c:7]2[nH:8][cH:9][cH:10][n:11]2)[cH:2][cH:3][cH:4][cH:5][cH:6]1>>[c:1]1(-[c:7]2[n:8][cH:9][cH:10][n:11]2[CH3:12])[cH:2][cH:3][cH:4][cH:5][cH:6]1. Starting materials: S(O)(O)(=O)=O (sulfuric acid), [OH-].[Na+] (sodium hydroxide), OC1=CC=C(C=CC(=O)O)C=C1 (p-hydroxy cinnamic acid), C1C(O1)CO (glycidol). The solvent is CS(=O)C (DMSO), OCC(O)CO (glycerin). Run at temperature 90 celsius, time 3 hour. Product: C(C=CC1=CC=CC=C1)(=O)O (cinnamic acid). Reaction SMILES: O[C:2]1[CH:12]=[CH:11][C:5]([CH:6]=[CH:7][C:8]([OH:10])=[O:9])=[CH:4][CH:3]=1.C1OC1CO.S(=O)(=O)(O)O.[OH-].[Na+]>CS(C)=O.OCC(CO)O>[C:8]([OH:10])(=[O:9])[CH:7]=[CH:6][C:5]1[CH:4]=[CH:3][CH:2]=[CH:12][CH:11]=1 |f:3.4|. Reported procedure: 17.4 g of p-hydroxy cinnamic acid and 40.0 g of glycidol were dissolved in 20 ml of DMSO, and catalytic amount of sulfuric acid was added. The solution was heated to 90° C. and then heating and agitation was carried out for 3 hours, neutralized by adding sodium hydroxide and then adduct of cinnamic acid and glycerin was obtained. The reactants are CCc1ccc(Br)cn1, C[S-], CCOCC, [Na+], CN(C)C=O. Product: CCc1ccc(SC)cn1. Reaction SMILES: [Br:1][c:2]1[cH:3][cH:4][c:5]([CH2:8][CH3:9])[n:6][cH:7]1.[CH3:10][S-:11].[CH3:18][CH2:19][O:20][CH2:21][CH3:22].[Na+:12].[O:13]=[CH:14][N:15]([CH3:16])[CH3:17]>>[c:2]1([S:11][CH3:10])[cH:3][cH:4][c:5]([CH2:8][CH3:9])[n:6][cH:7]1. Starting materials: CC(=O)N1CC(N)C(=O)N(CC(F)(F)F)c2ccccc21, CC(C(=O)O)C(=O)NCC(F)(F)C(F)(F)F, Cl. Yields the product CC(=O)N1CC(NC(=O)C(C)C(=O)NCC(F)(F)C(F)(F)F)C(=O)N(CC(F)(F)F)c2ccccc21. As a reaction SMILES: [C:2]([CH3:3])(=[O:4])[N:5]1[c:6]2[c:7]([cH:19][cH:20][cH:21][cH:22]2)[N:8]([CH2:14][C:15]([F:16])([F:17])[F:18])[C:9](=[O:13])[CH:10]([NH2:12])[CH2:11]1.[CH3:23][CH:24]([C:25](=[O:26])[OH:27])[C:28](=[O:29])[NH:30][CH2:31][C:32]([C:33]([F:34])([F:35])[F:36])([F:37])[F:38].[ClH:1]>>[C:2]([CH3:3])(=[O:4])[N:5]1[c:6]2[c:7]([cH:19][cH:20][cH:21][cH:22]2)[N:8]([CH2:14][C:15]([F:16])([F:17])[F:18])[C:9](=[O:13])[CH:10]([NH:12][C:25]([CH:24]([CH3:23])[C:28](=[O:29])[NH:30][CH2:31][C:32]([C:33]([F:34])([F:35])[F:36])([F:37])[F:38])=[O:26])[CH2:11]1. The reactants are C(C)SC1=NC2=CC(=CN=C2C(=C1C(=O)OCC)C)C(F)(F)F (ethyl 2-(ethylthio)-4-methyl-7-(trifluoromethyl)-1,5-naphthyridine-3-carboxylate), C[Al](C)C (Me3Al), FC=1C=C(C=CC1)CN ((3-fluorophenyl)methanamine). Solvent: C1(=CC=CC=C1)C (toluene), O (water). Reaction conditions: temperature 110 celsius, time 16 hour. Product: C(C)SC1=NC2=CC(=CN=C2C(=C1C(=O)NCC1=CC(=CC=C1)F)C)C(F)(F)F (2-Ethylsulfanyl-N-[(3-fluorophenyl)-methyl]-4-methyl-7-(trifluoromethyl)-[1,5]naphthyridine-3-carboxylic acid amide). The yield is 56.9%. RXN SMILES: [CH2:1]([S:3][C:4]1[C:13]([C:14](OCC)=[O:15])=[C:12]([CH3:19])[C:11]2[C:6](=[CH:7][C:8]([C:20]([F:23])([F:22])[F:21])=[CH:9][N:10]=2)[N:5]=1)[CH3:2].C[Al](C)C.[F:28][C:29]1[CH:30]=[C:31]([CH2:35][NH2:36])[CH:32]=[CH:33][CH:34]=1>C1(C)C=CC=CC=1.O>[CH2:1]([S:3][C:4]1[C:13]([C:14]([NH:36][CH2:35][C:31]2[CH:32]=[CH:33][CH:34]=[C:29]([F:28])[CH:30]=2)=[O:15])=[C:12]([CH3:19])[C:11]2[C:6](=[CH:7][C:8]([C:20]([F:23])([F:21])[F:22])=[CH:9][N:10]=2)[N:5]=1)[CH3:2]. Reported procedure: To a solution of ethyl 2-(ethylthio)-4-methyl-7-(trifluoromethyl)-1,5-naphthyridine-3-carboxylate (0.20 g, 0.58 mmol, 1 eq.) in toluene (6 ml) were added Me3Al(2M solution in toluene, 1.16 ml, 2.32 mmol, 4 eq.) and (3-fluorophenyl)methanamine (0.27 ml, 2.32 mmol, 4 eq.) at RT. The reaction mixture was stirred at 110° C. for 16 h. Afterwards the mixture was diluted with water (50 ml) and was extracted with EtOAc (3×40 ml). The combined organic layers were washed with a 0.5 M aq. HCl (60 ml), brin... Reactants: Cc1cnc2c(c1)CCCC2Br, CO, [Na+], [OH-], O, COc1ccc2nc(S)[nH]c2c1. Yields the product COc1ccc2nc(SC3CCCc4cc(C)cnc43)[nH]c2c1. As a reaction SMILES: [CH3:15][c:16]1[cH:17][n:18][c:19]2[c:24]([cH:25]1)[CH2:23][CH2:22][CH2:21][CH:20]2[Br:26].[CH3:28][OH:29].[Na+:2].[OH-:1].[OH2:27].[SH:3][c:4]1[nH:5][c:6]2[c:7]([n:8]1)[cH:9][cH:10][c:11]([O:13][CH3:14])[cH:12]2>>[S:3]([c:4]1[nH:5][c:6]2[c:7]([n:8]1)[cH:9][cH:10][c:11]([O:13][CH3:14])[cH:12]2)[CH:20]1[c:19]2[n:18][cH:17][c:16]([CH3:15])[cH:25][c:24]2[CH2:23][CH2:22][CH2:21]1.